From a dataset of the Open Reaction Database (ORD), a public repository of structured organic reaction records. describe an organic reaction: reactants, conditions, products, and yield Starting materials: O=C(C=CC1=CC=C(O1)CCCCCCCC(=O)O)CCCCC (8-[5-(3-Oxo-1-octenyl)-2-furyl]-octanoic acid), C(C)O (ethanol), ice water. Product: C(C)OC(CCCCCCCC=1OC(=CC1)C=CC(CCCCC)=O)=O (8-[5-(3-Oxo-1-octenyl)-2-furyl]-octanoic acid ethyl ester). Yield: 79.0%. RXN SMILES: [O:1]=[C:2]([CH2:20][CH2:21][CH2:22][CH2:23][CH3:24])[CH:3]=[CH:4][C:5]1[O:9][C:8]([CH2:10][CH2:11][CH2:12][CH2:13][CH2:14][CH2:15][CH2:16][C:17]([OH:19])=[O:18])=[CH:7][CH:6]=1.[CH2:25](O)[CH3:26]>>[CH2:25]([O:18][C:17](=[O:19])[CH2:16][CH2:15][CH2:14][CH2:13][CH2:12][CH2:11][CH2:10][C:8]1[O:9][C:5]([CH:4]=[CH:3][C:2](=[O:1])[CH2:20][CH2:21][CH2:22][CH2:23][CH3:24])=[CH:6][CH:7]=1)[CH3:26]. Procedure: A mixture of II (9.94 g, 0.0298 mole), ethanol (190 ml), and ethyl ether-borontrifluoride complex (0.97 g) was stirred and heated under reflux for 1.5 hours. After cooling, the reaction mixture was poured into ice-water (600 ml) and extracted with three 300-ml portions of ether. The combined ethereal extracts were washed with cold 10% sodium carbonate (100 ml) and then with two 200-ml portions of cold water. The ethereal solution was dried over magnesium sulfate and evaporated to dryness from a ... Reactants: NC1=CC(=C2CCCN(C2=C1)C(C(F)(F)F)=O)Cl (7-amino-5-chloro-1-trifluoroacetyl-1,2,3,4-tetrahydroquinoline), C1(=CC=CC=C1)C1=NC=C(C(=O)O)C=C1 (6-phenyl nicotinic acid). The product is ClC1=C2CCCNC2=CC(=C1)NC(C1=CN=C(C=C1)C1=CC=CC=C1)=O (N-(5-Chloro-1,2,3,4-tetrahydro-quinolin-7-yl)-6-phenyl-nicotinamide). RXN SMILES: [NH2:1][C:2]1[CH:11]=[C:10]2[C:5]([CH2:6][CH2:7][CH2:8][N:9]2C(=O)C(F)(F)F)=[C:4]([Cl:18])[CH:3]=1.[C:19]1([C:25]2[CH:33]=[CH:32][C:28]([C:29](O)=[O:30])=[CH:27][N:26]=2)[CH:24]=[CH:23][CH:22]=[CH:21][CH:20]=1>>[Cl:18][C:4]1[CH:3]=[C:2]([NH:1][C:29](=[O:30])[C:28]2[CH:32]=[CH:33][C:25]([C:19]3[CH:24]=[CH:23][CH:22]=[CH:21][CH:20]=3)=[N:26][CH:27]=2)[CH:11]=[C:10]2[C:5]=1[CH2:6][CH2:7][CH2:8][NH:9]2. Procedure details: Using the procedure outlined in Example 38, the title compound was prepared from 7-amino-5-chloro-1-trifluoroacetyl-1,2,3,4-tetrahydroquinoline (D104) (50 mg, 0.251 mmol) and 6-phenyl nicotinic acid (60 mg, 0.302 mmol) as a white solid (55 mg). 1H NMR (400 MHz, CDCl3) δ (ppm): 9.11 (s, 1H), 8.22 (dd, 1H), 8.05 (dd, 1H), 7.85 (d, 1H), 7.65 (br-s, 1H), 7.45-7.55 (m, 3H), 7.00 (br.s, 1H), 6.79 (d, 1H), 4.10 (br-s, 1H), 3.25-3.30 (m, 2H), 2.75-2.80 (m, 2H), 1.95-2.00 (m, 1H), 1.57 (s, 6H). MS(ES): M... The reactants are ClC1=CC=C(C=C1)C1(CC1)C(=O)O (1-(4-chlorophenyl)cyclopropanecarboxylic acid), NCCCN1CCC(CC1)C=1C=C(C=CC1C)NC(C(C)C)=O (N-{3-[1-(3-aminopropyl)-4-piperidinyl]-4-methylphenyl}-2-methylpropanamide). Product: ClC1=CC=C(C=C1)C1(CC1)C(=O)NCCCN1CCC(CC1)C1=C(C=CC(=C1)NC(C(C)C)=O)C (1-(4-CHLOROPHENYL)-N-(3-{4-[5-(ISOBUTYRYLAMINO)-2-METHYLPHENYL]-1-PIPERIDINYL}PROPYL)CYCLOPROPANECARBOXAMIDE). As a reaction SMILES: [Cl:1][C:2]1[CH:7]=[CH:6][C:5]([C:8]2([C:11]([OH:13])=O)[CH2:10][CH2:9]2)=[CH:4][CH:3]=1.[NH2:14][CH2:15][CH2:16][CH2:17][N:18]1[CH2:23][CH2:22][CH:21]([C:24]2[CH:25]=[C:26]([NH:31][C:32](=[O:36])[CH:33]([CH3:35])[CH3:34])[CH:27]=[CH:28][C:29]=2[CH3:30])[CH2:20][CH2:19]1>>[Cl:1][C:2]1[CH:3]=[CH:4][C:5]([C:8]2([C:11]([NH:14][CH2:15][CH2:16][CH2:17][N:18]3[CH2:23][CH2:22][CH:21]([C:24]4[CH:25]=[C:26]([NH:31][C:32](=[O:36])[CH:33]([CH3:35])[CH3:34])[CH:27]=[CH:28][C:29]=4[CH3:30])[CH2:20][CH2:19]3)=[O:13])[CH2:9][CH2:10]2)=[CH:6][CH:7]=1. Procedure: Example 89 was prepared from 1-(4-chlorophenyl)cyclopropanecarboxylic acid and N-{3-[1-(3-aminopropyl)-4-piperidinyl]-4-methylphenyl}-2-methylpropanamide according to the procedures described in Scheme 10: 1H NMR (400 MHz, CDCl3) δ 7.40–7.32 (m, 7H), 7.08 (d, 1H, J=8.4 Hz), 5.70 (br s, 1H), 3.27 (dd, 2H, J=6.4, 12.4 Hz), 2.88 (d, 2H, J=11.6Hz), 2.64 (m, 1H), 2.53 (m, 1H), 2.31 (t, 2H, J=6.8 Hz), 2.28 (s, 3H), 1.99 (dt, 2H, J=2.8, 11.2 Hz), 1.67–1.60 (m, 8H), 1.27 (d, 6H, J=6.8 Hz), 1.03 (dd, 2H,... Starting materials: CC(C)(C)c1ccc(B(O)O)cc1, O=C([O-])[O-], CO, COC(=O)c1ccnc(Cl)c1, ClCCl, Cl, [K+], [K+], Cl[Pd]Cl. Product: Cl, COC(=O)c1ccnc(-c2ccc(C(C)(C)C)cc2)c1. As a reaction SMILES: [C:12]([CH3:13])([CH3:14])([CH3:15])[c:16]1[cH:17][cH:18][c:19]([B:22]([OH:23])[OH:24])[cH:20][cH:21]1.[C:25](=[O:26])([O-:27])[O-:28].[CH3:32][OH:33].[Cl:1][c:2]1[cH:3][c:4]([C:5](=[O:6])[O:7][CH3:8])[cH:9][cH:10][n:11]1.[Cl:37][CH2:38][Cl:39].[ClH:31].[K+:29].[K+:30].[Pd:34]([Cl:35])[Cl:36]>>[ClH:1].[c:2]1(-[c:19]2[cH:18][cH:17][c:16]([C:12]([CH3:13])([CH3:14])[CH3:15])[cH:21][cH:20]2)[cH:3][c:4]([C:5](=[O:6])[O:7][CH3:8])[cH:9][cH:10][n:11]1. The reactants are ClC=1C=C2C(C(NC2=CC1)=O)(N(C)C)C1=C(C=CC=C1)Cl (5-chloro-3-(2-chlorophenyl)-1,3-dihydro-3-(dimethylamino)indol-2-one), [N+](=O)([O-])C1=CC=C(CBr)C=C1 (4-nitrobenzyl bromide), [H-].[Na+] (sodium hydride), CN(C)C=O (DMF). Solvent: C(Cl)Cl (DCM), CCCCCC.CCOC(=O)C (hexane AcOEt). The product is ClC=1C=C2C(C(N(C2=CC1)CC1=CC=C(C=C1)[N+](=O)[O-])=O)(N(C)C)C1=C(C=CC=C1)Cl (5-Chloro-3-(2-chlorophenyl)-1,3-dihydro-3-(dimethylamino)-1-(4-nitrobenzyl)indol-2-one). Isolated yield 92.9%. RXN SMILES: [Cl:1][C:2]1[CH:3]=[C:4]2[C:8](=[CH:9][CH:10]=1)[NH:7][C:6](=[O:11])[C:5]2([C:15]1[CH:20]=[CH:19][CH:18]=[CH:17][C:16]=1[Cl:21])[N:12]([CH3:14])[CH3:13].[H-].[Na+].CN(C=O)C.[N+:29]([C:32]1[CH:39]=[CH:38][C:35]([CH2:36]Br)=[CH:34][CH:33]=1)([O-:31])=[O:30]>C(Cl)Cl.CCCCCC.CCOC(C)=O>[Cl:1][C:2]1[CH:3]=[C:4]2[C:8](=[CH:9][CH:10]=1)[N:7]([CH2:36][C:35]1[CH:38]=[CH:39][C:32]([N+:29]([O-:31])=[O:30])=[CH:33][CH:34]=1)[C:6](=[O:11])[C:5]2([C:15]1[CH:20]=[CH:19][CH:18]=[CH:17][C:16]=1[Cl:21])[N:12]([CH3:14])[CH3:13] |f:1.2,6.7|. Reported procedure: This compound is prepared according to the procedure described in EXAMPLE 89 from 1 g of 5-chloro-3-(2-chlorophenyl)-1,3-dihydro-3-(dimethylamino)indol-2-one, 0.132 g of sodium hydride as a 60% dispersion in oil, 5 ml of DMF and 0.741 g of 4-nitrobenzyl bromide. Chromatography on silica using a DCM/hexane mixture (80/20; v/v) and then DCM as the eluent gives 1.32 g of the expected product after crystallization from a DCM/iso ether mixture. M.p.=189°-193° C. Starting materials: FC=1C=C(C[C@@H]2N(CC[C@H](C2)C2=CC(NO2)=O)C(=O)OC)C=CC1C(F)(F)F (Trans-methyl 2-(3-fluoro-4-(trifluoromethyl)benzyl)-4-(3-oxo-2,3-dihydroisoxazol-5-yl)-piperidine-1-carboxylate), Br (hydrogen bromide). Product: FC=1C=C(C[C@@H]2NCC[C@H](C2)C2=CC(NO2)=O)C=CC1C(F)(F)F (5-(trans-2-(3-fluoro-4-(trifluoromethyl)benzyl)piperidin-4-yl)isoxazol-3(2H)-one). Yield: 83.0%. As a reaction SMILES: [F:1][C:2]1[CH:3]=[C:4]([CH:22]=[CH:23][C:24]=1[C:25]([F:28])([F:27])[F:26])[CH2:5][C@H:6]1[CH2:11][C@H:10]([C:12]2[O:16][NH:15][C:14](=[O:17])[CH:13]=2)[CH2:9][CH2:8][N:7]1C(OC)=O.Br>>[F:1][C:2]1[CH:3]=[C:4]([CH:22]=[CH:23][C:24]=1[C:25]([F:27])([F:26])[F:28])[CH2:5][C@H:6]1[CH2:11][C@H:10]([C:12]2[O:16][NH:15][C:14](=[O:17])[CH:13]=2)[CH2:9][CH2:8][NH:7]1. Reported procedure: Trans-methyl 2-(3-fluoro-4-(trifluoromethyl)benzyl)-4-(3-oxo-2,3-dihydroisoxazol-5-yl)-piperidine-1-carboxylate (0.224 g, 0.56 mmol) was dissolved in hydrogen bromide (33% in acetic acid, 5 mL, 71.37 mmol) and stirred at room temperature for 1 week. The solvents were evaporated and the residue purified by preparative HPLC (Instrument: FractionLynx III, Mobilphase: gradient 5-95% MeCN in 0.2% NH3, pH 10, Column: Xbridge Prep C18 5 μm OBD 19*150 mm) to yield 5-(trans-2-(3-fluoro-4-(trifluoromethyl... The reactants are CO, CN(C(=O)CN1CCCCC1)c1ccc([N+](=O)[O-])cc1. Yields the product CN(C(=O)CN1CCCCC1)c1ccc(N)cc1. As a reaction SMILES: [CH3:21][OH:22].[N:1]1([CH2:7][C:8](=[O:9])[N:10]([CH3:11])[c:12]2[cH:13][cH:14][c:15]([N+:18]([O-:19])=[O:20])[cH:16][cH:17]2)[CH2:2][CH2:3][CH2:4][CH2:5][CH2:6]1>>[N:1]1([CH2:7][C:8](=[O:9])[N:10]([CH3:11])[c:12]2[cH:13][cH:14][c:15]([NH2:18])[cH:16][cH:17]2)[CH2:2][CH2:3][CH2:4][CH2:5][CH2:6]1.